Dataset: the Open Reaction Database (ORD), a public repository of structured organic reaction records. Task: describe an organic reaction: reactants, conditions, products, and yield The reactants are C1CCOC1, N#Cc1cc(Cc2c[nH]c(=O)c3cc(Cl)cn23)ccc1F, O=C1CCC(=O)N1Cl. Yields the product N#Cc1cc(Cc2c[nH]c(=O)c3cc(Cl)c(Cl)n23)ccc1F. As a reaction SMILES: [CH2:30]1[O:31][CH2:32][CH2:33][CH2:34]1.[Cl:1][c:2]1[cH:3][c:4]2[n:5]([c:6]([CH2:11][c:12]3[cH:13][cH:14][c:15]([F:20])[c:16]([C:17]#[N:18])[cH:19]3)[cH:7][nH:8][c:9]2=[O:10])[cH:21]1.[Cl:22][N:23]1[C:24](=[O:25])[CH2:26][CH2:27][C:28]1=[O:29]>>[Cl:1][c:2]1[cH:3][c:4]2[n:5]([c:6]([CH2:11][c:12]3[cH:13][cH:14][c:15]([F:20])[c:16]([C:17]#[N:18])[cH:19]3)[cH:7][nH:8][c:9]2=[O:10])[c:21]1[Cl:22].